describe an organic reaction: reactants, conditions, products, and yield From a dataset of the Open Reaction Database (ORD), a public repository of structured organic reaction records. The reactants are Cl.NCC(=O)NC(C1=CC=CC=C1)C1=CC=C(C=C1)Cl (rac-2-amino-N-[(4-chloro-phenyl)-phenyl-methyl]-acetamide hydrochloride), FC=1C=C(C(=O)O)C=CC1OC (3-fluoro-4-methoxybenzoic acid). Yields the product ClC1=CC=C(C=C1)C(C1=CC=CC=C1)NC(=O)CNC(C1=CC(=C(C=C1)OC)F)=O (rac-N-({[(4-Chloro-phenyl)-phenyl-methyl]-carbamoyl}-methyl)-3-fluoro-4-methoxy-benzamide). Reaction SMILES: Cl.[NH2:2][CH2:3][C:4]([NH:6][CH:7]([C:14]1[CH:19]=[CH:18][C:17]([Cl:20])=[CH:16][CH:15]=1)[C:8]1[CH:13]=[CH:12][CH:11]=[CH:10][CH:9]=1)=[O:5].[F:21][C:22]1[CH:23]=[C:24]([CH:28]=[CH:29][C:30]=1[O:31][CH3:32])[C:25](O)=[O:26]>>[Cl:20][C:17]1[CH:18]=[CH:19][C:14]([CH:7]([NH:6][C:4]([CH2:3][NH:2][C:25](=[O:26])[C:24]2[CH:28]=[CH:29][C:30]([O:31][CH3:32])=[C:22]([F:21])[CH:23]=2)=[O:5])[C:8]2[CH:13]=[CH:12][CH:11]=[CH:10][CH:9]=2)=[CH:15][CH:16]=1 |f:0.1|. Reported procedure: Prepared in analogy to example 1.12 from rac-2-amino-N-[(4-chloro-phenyl)-phenyl-methyl]-acetamide hydrochloride (Example 3.1) and 3-fluoro-4-methoxybenzoic acid. Starting materials: BrC1=CC(=NC=C1)Cl (4-Bromo-2-chloropyridine), CC1(OB(OC1(C)C)C1=C(C=CC=C1)O)C (2-(4,4,5,5-tetramethyl-[1,3,2]dioxaborolan-2-yl)-phenol), [O-]P(=O)([O-])[O-].[K+].[K+].[K+] (K3PO4), Xantphos[9,9-dimethyl-4,5-bis(diphenylphosphino)xanthene], O (water). The reagents and catalysts are CC(=O)[O-].CC(=O)[O-].[Pd+2] (Pd(OAc)2). Solvent: C1(=CC=CC=C1)C (toluene), C(Cl)Cl (CH2Cl2). Conditions: temperature 100 celsius. The product is ClC1=NC=CC(=C1)C1=C(C=CC=C1)O (2-(2-Chloro-pyrdin-4-yl)-phenol). Reaction SMILES: Br[C:2]1[CH:7]=[CH:6][N:5]=[C:4]([Cl:8])[CH:3]=1.CC1(C)C(C)(C)OB([C:17]2[CH:22]=[CH:21][CH:20]=[CH:19][C:18]=2[OH:23])O1.[O-]P([O-])([O-])=O.[K+].[K+].[K+].O>C1(C)C=CC=CC=1.C(Cl)Cl.CC([O-])=O.CC([O-])=O.[Pd+2]>[Cl:8][C:4]1[CH:3]=[C:2]([C:17]2[CH:22]=[CH:21][CH:20]=[CH:19][C:18]=2[OH:23])[CH:7]=[CH:6][N:5]=1 |f:2.3.4.5,9.10.11|. Procedure details: 4-Bromo-2-chloropyridine (310 mg, 1.6 mmol), 531 mg (2.4 mmol) of 2-(4,4,5,5-tetramethyl-[1,3,2]dioxaborolan-2-yl)-phenol, 10.8 mg (0.016 mmol) of Pd(OAc)2, 710 mg (3.3 mmol) of K3PO4 and Xantphos[9,9-dimethyl-4,5-bis(diphenylphosphino)xanthene] (18.6 mg, 0.032 mmol) in toluene: water (5:0.5 mL) were sealed in a microwave vessel and heated by microwave irradiation at 100° C. for 2 minutes. The reaction mixture was cooled and diluted with 10 mL of CH2Cl2, washed with water (5 mL), dried over Na2S... Reactants: BrCc1ccccc1, CN(C)C=O, CC(=O)NO, [H-], [Na+], O. The product is CC(=O)NOCc1ccccc1. As a reaction SMILES: [CH2:13]([c:14]1[cH:15][cH:16][cH:17][cH:18][cH:19]1)[Br:20].[CH3:3][N:4]([CH3:5])[CH:6]=[O:7].[CH3:8][C:9](=[O:10])[NH:11][OH:12].[H-:1].[Na+:2].[OH2:21]>>[CH3:8][C:9](=[O:10])[NH:11][O:12][CH2:13][c:14]1[cH:15][cH:16][cH:17][cH:18][cH:19]1. The reactants are CNC, Cc1ccc(C(=O)Cl)cc1I. The product is Cc1ccc(C(=O)N(C)C)cc1I. As a reaction SMILES: [CH3:12][NH:13][CH3:14].[I:1][c:2]1[cH:3][c:4]([C:5](=[O:6])[Cl:7])[cH:8][cH:9][c:10]1[CH3:11]>>[I:1][c:2]1[cH:3][c:4]([C:5](=[O:6])[N:13]([CH3:12])[CH3:14])[cH:8][cH:9][c:10]1[CH3:11].